From a dataset of the Open Reaction Database (ORD), a public repository of structured organic reaction records. describe an organic reaction: reactants, conditions, products, and yield Reactants: C=O (formalin), N1(CCNCC1)C(=S)SC (methyl 1-piperazinecarbodithioate), COC=1C=C(C=CC1O)C=O (vanilline). The solvent is C(C)O (ethanol), C(C)O (ethanol), C(C)O (ethanol). Conditions: time 30 minute. Yields the product C(=O)C=1C=C(C(=C(CN2CCN(CC2)C(=S)SC)C1)O)OC (Methyl 4-(5-formyl-2-hydroxy-3-methoxybenzyl)-1-piperazinecarbodithioate). Yield: 75.9%. As a reaction SMILES: [CH2:1]=O.[N:3]1([C:9]([S:11][CH3:12])=[S:10])[CH2:8][CH2:7][NH:6][CH2:5][CH2:4]1.[CH3:13][O:14][C:15]1[CH:16]=[C:17]([CH:22]=[O:23])[CH:18]=[CH:19][C:20]=1[OH:21]>C(O)C>[CH:22]([C:17]1[CH:16]=[C:15]([O:14][CH3:13])[C:20]([OH:21])=[C:19]([CH:18]=1)[CH2:1][N:6]1[CH2:7][CH2:8][N:3]([C:9]([S:11][CH3:12])=[S:10])[CH2:4][CH2:5]1)=[O:23]. Procedure: In 10 ml of ethanol was dissolved 0.86 g of 35% formalin. To the solution was dropwise added under chilling with ice a solution of 1.94 g of methyl 1-piperazinecarbodithioate in 4 ml of ethanol. The mixture was then stirred for 30 min. at room temperature. Under chilling with ice, a solution of 1.52 g of vanilline in 4 ml of ethanol was added to the reaction mixture. The mixture was stirred for 40 min. at room temperature and then refluxed under heating for 10 hours. The reaction mixture was coo... Starting materials: CC[O-], CCO, Nc1nnc2ccc(Cl)nn12, [Na+], O. The product is CCOc1ccc2nnc(N)n2n1. As a reaction SMILES: [CH3:13][CH2:14][O-:15].[CH3:17][CH2:18][OH:19].[Cl:1][c:2]1[cH:3][cH:4][c:5]2[n:6]([n:7]1)[c:8]([NH2:11])[n:9][n:10]2.[Na+:12].[OH2:16]>>[c:2]1([O:15][CH2:14][CH3:13])[cH:3][cH:4][c:5]2[n:6]([n:7]1)[c:8]([NH2:11])[n:9][n:10]2. The reactants are CC1(C)COC2(CCC(O)CC2)OC1, CCOC(C)=O, O=S(=O)([O-])c1ccccc1I, [Na+], [Na+], [Na+], O=S(=O)([O-])[O-]. Yields the product CC1(C)COC2(CCC(=O)CC2)OC1. As a reaction SMILES: [CH3:20][C:21]1([CH3:33])[CH2:22][O:23][C:24]2([O:25][CH2:26]1)[CH2:27][CH2:28][CH:29]([OH:32])[CH2:30][CH2:31]2.[CH3:34][CH2:35][O:36][C:37](=[O:38])[CH3:39].[I:1][c:2]1[cH:3][cH:4][cH:5][cH:6][c:7]1[S:8]([O-:9])(=[O:10])=[O:11].[Na+:12].[Na+:13].[Na+:14].[O-:15][S:16](=[O:17])(=[O:18])[O-:19]>>[CH3:20][C:21]1([CH3:33])[CH2:22][O:23][C:24]2([O:25][CH2:26]1)[CH2:27][CH2:28][C:29](=[O:32])[CH2:30][CH2:31]2. Starting materials: Cl (HCl), [OH-].[Na+] (sodium hydroxide), ClC(=O)OC(C)C (isopropyl chloroformate), NC(C(=O)O)C1=CC=CC=C1 (Amino-phenyl-acetic acid). Solvent: C1CCOC1 (THF). Reaction conditions: temperature 0 celsius, time 18 hour. The product is C(C)(C)OC(=O)NC(C(=O)O)C1=CC=CC=C1 (Isopropoxycarbonylamino-phenyl-acetic acid). RXN SMILES: [NH2:1][CH:2]([C:6]1[CH:11]=[CH:10][CH:9]=[CH:8][CH:7]=1)[C:3]([OH:5])=[O:4].[OH-].[Na+].Cl[C:15]([O:17][CH:18]([CH3:20])[CH3:19])=[O:16].Cl>C1COCC1>[CH:18]([O:17][C:15]([NH:1][CH:2]([C:6]1[CH:11]=[CH:10][CH:9]=[CH:8][CH:7]=1)[C:3]([OH:5])=[O:4])=[O:16])([CH3:20])[CH3:19] |f:1.2|. Procedure details: Amino-phenyl-acetic acid (0.505 g, 2.44 mmol) was dissolved in THF (7 mL) and cooled to 0° C. in an external ice/brine bath. Aqueous sodium hydroxide (12.5M, 0.47 mL, 5.856 mmol) and isopropyl chloroformate (0.23 mL, 2.948 mmol) were added at 0° C. Upon completion of the addition, the solution was removed from the ice bath and allowed to warm to room temperature, and stirred. After 18 hours, the crude reaction mixture was adjusted to pH 1 with 1N HCl and extracted twice with diethyl ether. The c... Starting materials: ClC1=NN=C(C2=C1C=C1C=CC=CN21)C (1-chloro-4-methylpyridazino[4,5-b]indolizine), N1(C=NC=C1)CCCN (3-(1H-imidazol-1-yl)propylamine), [Cl-].[NH4+] (ammonium chloride). Yields the product CC1=NN(CC=2C=C3C=CC=CN3C21)CCCN2C=NC=C2 (4-Methyl-N-[3-(1H-imidazol-1-yl)propyl]pyridazino[4,5-b]indolizine). As a reaction SMILES: Cl[C:2]1[C:7]2[CH:8]=[C:9]3[N:14]([C:6]=2[C:5]([CH3:15])=[N:4][N:3]=1)[CH:13]=[CH:12][CH:11]=[CH:10]3.[N:16]1([CH2:21][CH2:22][CH2:23]N)[CH:20]=[CH:19][N:18]=[CH:17]1.[Cl-].[NH4+]>>[CH3:15][C:5]1[C:6]2[N:14]3[C:9]([CH:10]=[CH:11][CH:12]=[CH:13]3)=[CH:8][C:7]=2[CH2:2][N:3]([CH2:23][CH2:22][CH2:21][N:16]2[CH:20]=[CH:19][N:18]=[CH:17]2)[N:4]=1 |f:2.3|. Procedure: Following the procedure of Example 1, reaction of one equivalent of 1-chloro-4-methylpyridazino[4,5-b]indolizine, eight equivalents of 3-(1H-imidazol-1-yl)propylamine and one equivalent of ammonium chloride under reflux in a nitrogen atmosphere for 1 hour and at room temperature for 48 hours gave the title compound as the free base after removal of excess amine in vacuo and purification by flash chromatography (silica gel, 10 to 40% methanol in ethyl acetate). The free base was converted to the ... Starting materials: CC(=O)N1CCNCC1, CC(=O)O[BH-](OC(C)=O)OC(C)=O, CS(=O)(=O)c1ccc(C(CC2CCOCC2)c2ccc(-c3cc(C=O)ccn3)[nH]2)cc1, CCOC(C)=O, ClCCCl, [Na+]. Product: CC(=O)N1CCN(Cc2ccnc(-c3ccc(C(CC4CCOCC4)c4ccc(S(C)(=O)=O)cc4)[nH]3)c2)CC1. Reaction SMILES: [C:32]([CH3:33])(=[O:34])[N:35]1[CH2:36][CH2:37][NH:38][CH2:39][CH2:40]1.[C:41]([O:42][BH-:43]([O:44][C:45](=[O:46])[CH3:47])[O:48][C:49](=[O:50])[CH3:51])(=[O:52])[CH3:53].[CH3:1][S:2](=[O:3])(=[O:4])[c:5]1[cH:6][cH:7][c:8]([CH:11]([CH2:12][CH:13]2[CH2:14][CH2:15][O:16][CH2:17][CH2:18]2)[c:19]2[cH:20][cH:21][c:22](-[c:24]3[n:25][cH:26][cH:27][c:28]([CH:30]=[O:31])[cH:29]3)[nH:23]2)[cH:9][cH:10]1.[CH3:59][CH2:60][O:61][C:62](=[O:63])[CH3:64].[Cl:55][CH2:56][CH2:57][Cl:58].[Na+:54]>>[CH3:1][S:2](=[O:3])(=[O:4])[c:5]1[cH:6][cH:7][c:8]([CH:11]([CH2:12][CH:13]2[CH2:14][CH2:15][O:16][CH2:17][CH2:18]2)[c:19]2[cH:20][cH:21][c:22](-[c:24]3[n:25][cH:26][cH:27][c:28]([CH2:30][N:38]4[CH2:37][CH2:36][N:35]([C:32]([CH3:33])=[O:34])[CH2:40][CH2:39]4)[cH:29]3)[nH:23]2)[cH:9][cH:10]1. Starting materials: ClC1=CC=CC2=C1C(N(CC=1N2C=NC1C=O)C)=O (7-chloro-5,6-dihydro-5-methyl-6-oxo-4H-imidazo[1,5-a][1,4]benzodiazepine-3-carboxaldehyde), equimolar mixture, [Cl-].ClC[P+](C1=CC=CC=C1)(C1=CC=CC=C1)C1=CC=CC=C1 (chloromethyltriphenylphosphonium chloride), [NH2-].[Na+] (sodium amide). Solvent: O1CCCC1 (tetrahydrofuran). Run at time 1 hour. The product is ClC1=CC=CC2=C1C(N(CC=1N2C=NC1\C=C/Cl)C)=O (7-chloro-3-[(Z)-2-chlorovinyl]-4,5-dihydro-5-methyl-6H-imidazo[1,5-a][1,4]benzodiazepin-6-one). Reaction SMILES: [Cl-].[Cl:2][CH2:3][P+](C1C=CC=CC=1)(C1C=CC=CC=1)C1C=CC=CC=1.[NH2-].[Na+].[Cl:25][C:26]1[C:31]2[C:32](=[O:43])[N:33]([CH3:42])[CH2:34][C:35]3[N:36]([CH:37]=[N:38][C:39]=3[CH:40]=O)[C:30]=2[CH:29]=[CH:28][CH:27]=1>O1CCCC1>[Cl:25][C:26]1[C:31]2[C:32](=[O:43])[N:33]([CH3:42])[CH2:34][C:35]3[N:36]([CH:37]=[N:38][C:39]=3/[CH:40]=[CH:3]\[Cl:2])[C:30]=2[CH:29]=[CH:28][CH:27]=1 |f:0.1,2.3|. Procedure details: 100 g of an equimolar mixture of chloromethyltriphenylphosphonium chloride and sodium amide were stirred for 45 minutes in 450 ml of tetrahydrofuran, whereby the temperature rose to 37°. 62.23 g (229.7 mmol) of 7-chloro-5,6-dihydro-5-methyl-6-oxo-4H-imidazo[1,5-a][1,4]benzodiazepine-3-carboxaldehyde were then added portionwise thereto at room temperature and, after completion of the addition, the mixture was stirred for a further 1 hour. The reaction mixture was subsequently filtered and the fil... The reactants are CC[SiH](CC)CC, COC(=O)Cn1c(C)cc2cc(F)ccc21, ClCCl, ClCCCl, O=Cc1sccc1S(=O)(=O)c1ccc(F)cc1, O=C(O)C(F)(F)F. The product is COC(=O)Cn1c(C)c(Cc2sccc2S(=O)(=O)c2ccc(F)cc2)c2cc(F)ccc21. Reaction SMILES: [CH2:1]([SiH:2]([CH2:3][CH3:4])[CH2:5][CH3:6])[CH3:7].[CH3:15][O:16][C:17]([CH2:18][n:19]1[c:20]([CH3:29])[cH:21][c:22]2[cH:23][c:24]([F:28])[cH:25][cH:26][c:27]12)=[O:30].[Cl:48][CH2:49][Cl:50].[Cl:51][CH2:52][CH2:53][Cl:54].[F:31][c:32]1[cH:33][cH:34][c:35]([S:38](=[O:39])(=[O:40])[c:41]2[c:42]([CH:46]=[O:47])[s:43][cH:44][cH:45]2)[cH:36][cH:37]1.[OH:8][C:9]([C:10]([F:11])([F:12])[F:13])=[O:14]>>[CH3:15][O:16][C:17]([CH2:18][n:19]1[c:20]([CH3:29])[c:21]([CH2:46][c:42]2[c:41]([S:38]([c:35]3[cH:34][cH:33][c:32]([F:31])[cH:37][cH:36]3)(=[O:39])=[O:40])[cH:45][cH:44][s:43]2)[c:22]2[cH:23][c:24]([F:28])[cH:25][cH:26][c:27]12)=[O:30]. Reactants: ClC(Cl)Cl, O=S(=O)(O)Cl, c1ccc(-c2ccccc2)cc1. The product is O=S(=O)(O)c1ccc(-c2ccccc2)cc1. As a reaction SMILES: [CH:18]([Cl:19])([Cl:20])[Cl:21].[Cl:13][S:14](=[O:15])(=[O:16])[OH:17].[cH:1]1[cH:2][cH:3][c:4](-[c:7]2[cH:8][cH:9][cH:10][cH:11][cH:12]2)[cH:5][cH:6]1>>[cH:1]1[cH:2][cH:3][c:4](-[c:7]2[cH:8][cH:9][c:10]([S:14](=[O:15])(=[O:16])[OH:17])[cH:11][cH:12]2)[cH:5][cH:6]1. Starting materials: Cc1ccc(N)cc1Br, O=N[O-], [Na+], O, O=S(=O)(O)O. Reaction SMILES: [Br:1][c:2]1[c:3]([CH3:9])[cH:4][cH:5][c:6]([NH2:8])[cH:7]1.[N:10](=[O:11])[O-:12].[Na+:13].[OH2:19].[S:14](=[O:15])(=[O:16])([OH:17])[OH:18]>>[Br:1][c:2]1[c:3]([CH3:9])[cH:4][cH:5][c:6]([OH:11])[cH:7]1. The product is Cc1ccc(O)cc1Br.